Dataset: the Open Reaction Database (ORD), a public repository of structured organic reaction records. Task: describe an organic reaction: reactants, conditions, products, and yield The reactants are [Br-], C1CCOC1, COC(=O)C(C#N)=Cc1cccc2ccccc12, COc1ccccc1[Mg+], CI, Cl. Product: COC(=O)C(C)(C#N)C(c1ccccc1OC)c1cccc2ccccc12. As a reaction SMILES: [Br-:19].[CH2:32]1[O:33][CH2:34][CH2:35][CH2:36]1.[CH3:1][O:2][C:3]([C:4](=[CH:5][c:6]1[cH:7][cH:8][cH:9][c:10]2[cH:11][cH:12][cH:13][cH:14][c:15]12)[C:16]#[N:17])=[O:18].[CH3:20][O:21][c:22]1[c:23]([Mg+:28])[cH:24][cH:25][cH:26][cH:27]1.[CH3:29][I:30].[ClH:31]>>[CH3:1][O:2][C:3]([C:4]([CH:5]([c:6]1[cH:7][cH:8][cH:9][c:10]2[cH:11][cH:12][cH:13][cH:14][c:15]12)[c:23]1[c:22]([O:21][CH3:20])[cH:27][cH:26][cH:25][cH:24]1)([C:16]#[N:17])[CH3:29])=[O:18]. Reactants: C(C)OC(NN=CC=1N=C(NC1)C1=CC=CC=C1)=O (3-(2-phenyl-4-imidazolylmethylene)carbazic acid ethyl ester), C1(=CC=CC=C1)OC1=CC=CC=C1 (diphenyl ether). Product: C1(=CC=CC=C1)C1=NC=C2N1C(NN=C2)=O (6-Phenyl-imidazo[1,5-d]-as-triazin-4(3H)-one). RXN SMILES: C([O:3][C:4](=O)[NH:5][N:6]=[CH:7][C:8]1[N:9]=[C:10]([C:13]2[CH:18]=[CH:17][CH:16]=[CH:15][CH:14]=2)[NH:11][CH:12]=1)C.C1(OC2C=CC=CC=2)C=CC=CC=1>>[C:13]1([C:10]2[N:9]3[C:4](=[O:3])[NH:5][N:6]=[CH:7][C:8]3=[CH:12][N:11]=2)[CH:18]=[CH:17][CH:16]=[CH:15][CH:14]=1. Procedure details: A 7.76 gm. portion of 3-(2-phenyl-4-imidazolylmethylene)carbazic acid ethyl ester in 50 ml. of diphenyl ether is reacted as described in Example 70 giving the desired product m.p. 245°-248° C.